Dataset: the Open Reaction Database (ORD), a public repository of structured organic reaction records. Task: describe an organic reaction: reactants, conditions, products, and yield Starting materials: CC1=NC2=CC=C(C=C2C(=C1)N1CC(CC1)C1=CC=CC=C1)N (2-Methyl-6-amino-4-(3-phenylpyrrolidin-1-yl)quinoline), C(C1=CC=CC=C1)(=O)Cl (benzoyl chloride), C(C)(C)NC(C)C (diisopropylamine). Run in ClCCl (dichloromethane), [OH-].[Na+] (sodium hydroxide). The product is Cl.CC1=NC2=CC=C(C=C2C(=C1)N1CC(CC1)C1=CC=CC=C1)NC(C1=CC=CC=C1)=O (N-[2-Methyl-4-(3-phenylpyrrolidin-1-yl)quinolin-6-yl]benzamide hydrochloride). Isolated yield 29.3%. As a reaction SMILES: [CH3:1][C:2]1[CH:11]=[C:10]([N:12]2[CH2:16][CH2:15][CH:14]([C:17]3[CH:22]=[CH:21][CH:20]=[CH:19][CH:18]=3)[CH2:13]2)[C:9]2[C:4](=[CH:5][CH:6]=[C:7]([NH2:23])[CH:8]=2)[N:3]=1.[C:24]([Cl:32])(=[O:31])[C:25]1[CH:30]=[CH:29][CH:28]=[CH:27][CH:26]=1.C(NC(C)C)(C)C>ClCCl.[OH-].[Na+]>[ClH:32].[CH3:1][C:2]1[CH:11]=[C:10]([N:12]2[CH2:16][CH2:15][CH:14]([C:17]3[CH:22]=[CH:21][CH:20]=[CH:19][CH:18]=3)[CH2:13]2)[C:9]2[C:4](=[CH:5][CH:6]=[C:7]([NH:23][C:24](=[O:31])[C:25]3[CH:30]=[CH:29][CH:28]=[CH:27][CH:26]=3)[CH:8]=2)[N:3]=1 |f:4.5,6.7|. Procedure details: 2-Methyl-6-amino-4-(3-phenylpyrrolidin-1-yl)quinoline (0.07 g; see Example 45 below), benzoyl chloride (0.035 g) and diisopropylamine (0.065 g) was stirred in dichloromethane (3 mL). The reaction mixture was diluted with 1 N sodium hydroxide and extracted with ethyl acetate, washed with water, dried (MgSO4), filtered and evaporated to give a brown oil. The residue was purified by chromatography on silica eluting with a mixture of dichloromethane, and methanol. The desired fractions were concentr... Reactants: [BH4-], CO, NC(=O)c1ccc(Oc2ccc(C=O)c3ccccc23)nc1, NCCC1CCCC1, [Na+], O. The product is NC(=O)c1ccc(Oc2ccc(CNCCC3CCCC3)c3ccccc23)nc1. As a reaction SMILES: [BH4-:31].[CH3:34][OH:35].[CH:1](=[O:2])[c:3]1[cH:4][cH:5][c:6]([O:13][c:14]2[n:15][cH:16][c:17]([C:18](=[O:19])[NH2:20])[cH:21][cH:22]2)[c:7]2[cH:8][cH:9][cH:10][cH:11][c:12]12.[CH:23]1([CH2:28][CH2:29][NH2:30])[CH2:24][CH2:25][CH2:26][CH2:27]1.[Na+:32].[OH2:33]>>[CH2:1]([c:3]1[cH:4][cH:5][c:6]([O:13][c:14]2[n:15][cH:16][c:17]([C:18](=[O:19])[NH2:20])[cH:21][cH:22]2)[c:7]2[cH:8][cH:9][cH:10][cH:11][c:12]12)[NH:30][CH2:29][CH2:28][CH:23]1[CH2:24][CH2:25][CH2:26][CH2:27]1. Starting materials: ClC1=C(C(=O)OC(C)C)C=C(C(=C1)Cl)N1C(NC2=C(C1=O)CCC2)=O (isopropyl 2,4-dichloro-5-(1,2,4,5,6,7-hexahydro-2,4-dioxo-3H-cyclopenta[d]pyrimidin-3-yl)-benzoate), S(=O)(=O)(OC)OC (dimethyl sulphate), [Na] (sodium). The solvent is C(C)(C)O (isopropanol). Yields the product ClC1=C(C(=O)OC(C)C)C=C(C(=C1)Cl)N1C(N(C2=C(C1=O)CCC2)C)=O (isopropyl 2,4-dichloro-5-(1,2,4,5,6,7-hexahydro-1-methyl-2,4-dioxo-3H-cyclopenta[d]pyrimidin-3-yl)-benzoate). Reaction SMILES: [Cl:1][C:2]1[CH:13]=[C:12]([Cl:14])[C:11]([N:15]2[C:20](=[O:21])[C:19]3[CH2:22][CH2:23][CH2:24][C:18]=3[NH:17][C:16]2=[O:25])=[CH:10][C:3]=1[C:4]([O:6][CH:7]([CH3:9])[CH3:8])=[O:5].S(OC)(O[CH3:30])(=O)=O.[Na]>C(O)(C)C>[Cl:1][C:2]1[CH:13]=[C:12]([Cl:14])[C:11]([N:15]2[C:20](=[O:21])[C:19]3[CH2:22][CH2:23][CH2:24][C:18]=3[N:17]([CH3:30])[C:16]2=[O:25])=[CH:10][C:3]=1[C:4]([O:6][CH:7]([CH3:9])[CH3:8])=[O:5] |^1:32|. Reported procedure: using isopropyl 2,4-dichloro-5-(1,2,4,5,6,7-hexahydro-2,4-dioxo-3H-cyclopenta[d]pyrimidin-3-yl)-benzoate and dimethyl sulphate with sodium isopropylate in isopropanol there is obtained isopropyl 2,4-dichloro-5-(1,2,4,5,6,7-hexahydro-1-methyl-2,4-dioxo-3H-cyclopenta[d]pyrimidin-3-yl)-benzoate, 1H--NMR (CDCl3, 400 MHz, 7.78 ppm (s, 1H), 7.65 ppm (s, 1H), 5.23 ppm (m, 1H), 3.42 ppm (s, 3H), 2.96 ppm (m, 2H), 2.82 ppm (m, 2H), 2.17 ppm (m, 2H), 1.35 ppm (d, 6H), Reactants: C1CCNCC1, CCO, O=C1Cc2c(cccc2-c2cccc(F)c2F)N1, Cc1c(C=O)[nH]c2c1C(=O)N(CC(O)CN1CCOCC1)CC2. Product: Cc1c(C=C2C(=O)Nc3cccc(-c4cccc(F)c4F)c32)[nH]c2c1C(=O)N(CC(O)CN1CCOCC1)CC2. Reaction SMILES: [CH2:42]1[CH2:43][CH2:44][NH:45][CH2:46][CH2:47]1.[CH3:48][CH2:49][OH:50].[F:24][c:25]1[c:26](-[c:32]2[c:33]3[c:37]([cH:38][cH:39][cH:40]2)[NH:36][C:35](=[O:41])[CH2:34]3)[cH:27][cH:28][cH:29][c:30]1[F:31].[OH:1][CH:2]([CH2:3][N:4]1[C:5](=[O:16])[c:6]2[c:7]([nH:10][c:11]([CH:14]=[O:15])[c:12]2[CH3:13])[CH2:8][CH2:9]1)[CH2:17][N:18]1[CH2:19][CH2:20][O:21][CH2:22][CH2:23]1>>[OH:1][CH:2]([CH2:3][N:4]1[C:5](=[O:16])[c:6]2[c:7]([nH:10][c:11]([CH:14]=[C:34]3[c:33]4[c:32](-[c:26]5[c:25]([F:24])[c:30]([F:31])[cH:29][cH:28][cH:27]5)[cH:40][cH:39][cH:38][c:37]4[NH:36][C:35]3=[O:41])[c:12]2[CH3:13])[CH2:8][CH2:9]1)[CH2:17][N:18]1[CH2:19][CH2:20][O:21][CH2:22][CH2:23]1. Reactants: BrC1=C2C=CC(NC2=CC=N1)=O (5-bromo-1,6-naphthyridin-2(1H)-one), FC(C=1N=CNC1)(F)F (4-(trifluoromethyl)-1H-imidazole), C([O-])([O-])=O.[K+].[K+] (potassium carbonate). Run in CN(C=O)C (dimethylformamide). Reaction conditions: time 29 hour. The product is N1C(C=CC2=CN=CC=C12)=O (1,6-naphthyridin-2(1H)-one). RXN SMILES: Br[C:2]1[N:11]=[CH:10][CH:9]=[C:8]2[C:3]=1[CH:4]=[CH:5][C:6](=[O:12])[NH:7]2.FC(F)(F)C1N=CNC=1.C(=O)([O-])[O-].[K+].[K+]>CN(C)C=O>[NH:7]1[C:8]2[C:3](=[CH:2][N:11]=[CH:10][CH:9]=2)[CH:4]=[CH:5][C:6]1=[O:12] |f:2.3.4|. Procedure details: In a third run a mixture containing 3.5 g of 5-bromo-1,6-naphthyridin-2(1H)-one, 8.5 g of 4-(trifluoromethyl)-1H-imidazole, 8.7 g of potassium carbonate and 150 ml of dimethylformamide was refluxed with stirring for 29 hours and following a work-up procedure as described in the preceding paragraphs, 1.9 g of the crude product was obtained. The three fractions of product were combined, recrystallized three times from isopropyl alcohol and dried in an oven at 100° C. for two days to yield 1.95 g o... The reactants are COc1ccc(C(Cl)(c2ccccc2)c2ccc(OC)cc2)cc1, CC(C)C(=O)Nc1nc2c(ncn2C2OC3(CO)COC2C3O)c(=O)[nH]1, c1ccncc1. The product is COc1ccc(C(OCC23COC(C(n4cnc5c(=O)[nH]c(NC(=O)C(C)C)nc54)O2)C3O)(c2ccccc2)c2ccc(OC)cc2)cc1. RXN SMILES: [CH3:27][O:28][c:29]1[cH:30][cH:31][c:32]([C:33]([c:34]2[cH:35][cH:36][c:37]([O:40][CH3:41])[cH:38][cH:39]2)([c:42]2[cH:43][cH:44][cH:45][cH:46][cH:47]2)[Cl:48])[cH:49][cH:50]1.[OH:1][CH:2]1[C:3]2([CH2:25][OH:26])[O:4][CH:5]([n:9]3[c:10]4[n:11][c:12]([NH:19][C:20]([CH:21]([CH3:22])[CH3:23])=[O:24])[nH:13][c:14](=[O:18])[c:15]4[n:16][cH:17]3)[CH:6]1[O:7][CH2:8]2.[cH:51]1[cH:52][cH:53][n:54][cH:55][cH:56]1>>[OH:1][CH:2]1[C:3]2([CH2:25][O:26][C:33]([c:32]3[cH:31][cH:30][c:29]([O:28][CH3:27])[cH:50][cH:49]3)([c:34]3[cH:35][cH:36][c:37]([O:40][CH3:41])[cH:38][cH:39]3)[c:42]3[cH:43][cH:44][cH:45][cH:46][cH:47]3)[O:4][CH:5]([n:9]3[c:10]4[n:11][c:12]([NH:19][C:20]([CH:21]([CH3:22])[CH3:23])=[O:24])[nH:13][c:14](=[O:18])[c:15]4[n:16][cH:17]3)[CH:6]1[O:7][CH2:8]2. Starting materials: CCC1(O)CCNC1C, Cc1c(F)ccc(C#N)c1F, [Li+], [Li+], O=C([O-])[O-]. Yields the product CCC1(O)CCN(c2ccc(C#N)c(F)c2C)C1C. Reaction SMILES: [CH2:1]([CH3:2])[C:3]1([OH:9])[CH:4]([CH3:8])[NH:5][CH2:6][CH2:7]1.[F:10][c:11]1[c:12]([C:13]#[N:14])[cH:15][cH:16][c:17]([F:20])[c:18]1[CH3:19].[Li+:21].[Li+:22].[O-:23][C:24](=[O:25])[O-:26]>>[CH2:1]([CH3:2])[C:3]1([OH:9])[CH:4]([CH3:8])[N:5]([c:17]2[cH:16][cH:15][c:12]([C:13]#[N:14])[c:11]([F:10])[c:18]2[CH3:19])[CH2:6][CH2:7]1.